From a dataset of the Open Reaction Database (ORD), a public repository of structured organic reaction records. describe an organic reaction: reactants, conditions, products, and yield Starting materials: [OH-].[Na+] (NaOH), C(C)O[SiH](OCC)OCC (triethoxysilane), CC(CCCCCC)=O (2-octanone), C1CCOC1 (THF). The reagents and catalysts are CC([O-])C.[Ti+4].CC([O-])C.CC([O-])C.CC([O-])C (Titanium (IV) isopropoxide). Run in O.CCOCC (water ether). Reaction conditions: temperature 60 celsius. The product is CC(CCCCCC)O (2-octanol). The yield is 61.6%. Reaction SMILES: C(O[SiH](OCC)OCC)C.[CH3:11][C:12](=[O:19])[CH2:13][CH2:14][CH2:15][CH2:16][CH2:17][CH3:18].C1COCC1.[OH-].[Na+]>CC(C)[O-].[Ti+4].CC(C)[O-].CC(C)[O-].CC(C)[O-].O.CCOCC>[CH3:11][CH:12]([OH:19])[CH2:13][CH2:14][CH2:15][CH2:16][CH2:17][CH3:18] |f:3.4,5.6.7.8.9,10.11|. Procedure: A dry Schlenk tube under argon was charged with triethoxysilane (1.4 ml, 7.5 mmol) and 2-octanone (525 μL, 5 mmol) and heated to 60° C. Titanium (IV) isopropoxide (75 μL, 0.25 mmol) was then added. After stirring at that temperature for an hour the color changed to deep blue. After 12 hours the reaction mixture was cooled to room temperature and added to THF (5 mL). Aqueous NaOH (1 N, 15 mL) was then added to the solution. After vigorous stirring at room temperature for 1 hour, the reaction mixt... Starting materials: Br, CC(=O)O, O, OC12CC3CC(C1)CC(c1ccccc1)(C3)C2. Yields the product BrC12CC3CC(C1)CC(c1ccccc1)(C3)C2. Reaction SMILES: [BrH:18].[CH3:19][C:20](=[O:21])[OH:22].[OH2:23].[OH:1][C:2]12[CH2:3][C:4]3([c:12]4[cH:13][cH:14][cH:15][cH:16][cH:17]4)[CH2:5][CH:6]([CH2:7][CH:8]([CH2:9]1)[CH2:10]3)[CH2:11]2>>[C:2]12([Br:18])[CH2:3][C:4]3([c:12]4[cH:13][cH:14][cH:15][cH:16][cH:17]4)[CH2:5][CH:6]([CH2:7][CH:8]([CH2:9]1)[CH2:10]3)[CH2:11]2. Run in C(C)O (ethanol). Reagents/catalysts: [C].[Pd] (palladium-carbon). Isolated yield 1495.3%. Reported procedure: To a solution of 3-(3-(tert-butoxycarbonylmethyl(2-(N-(benzyloxycarbonyl)piperidine-4-carbonyl)phenylcarbamoylmethyl)ureido)benzoic acid (compound 53) (19 mg, 1.49 μmol) in ethanol (1.0 ml) are added cyclohexene (144 μl) and 10% palladium-carbon (15 mg), and the mixture is refluxed with stirring for 30 minutes. The reaction solution is filtered and the filtrate is concentrated under reduced pressure to obtain the titled compound 54 (12 mg). Yield 79%. RXN SMILES: [C:1]([O:5][C:6]([CH2:8][N:9]([CH2:22][C:23](=[O:49])[NH:24][C:25]1[CH:30]=[CH:29][CH:28]=[CH:27][C:26]=1[C:31]([CH:33]1[CH2:38][CH2:37][N:36](C(OCC2C=CC=CC=2)=O)[CH2:35][CH2:34]1)=[O:32])[C:10](=[O:21])[NH:11][C:12]1[CH:13]=[C:14]([CH:18]=[CH:19][CH:20]=1)[C:15]([OH:17])=[O:16])=[O:7])([CH3:4])([CH3:3])[CH3:2].C1CCCCC=1>C(O)C.[C].[Pd]>[C:1]([O:5][C:6]([CH2:8][N:9]([CH2:22][C:23](=[O:49])[NH:24][C:25]1[CH:30]=[CH:29][CH:28]=[CH:27][C:26]=1[C:31]([CH:33]1[CH2:38][CH2:37][NH:36][CH2:35][CH2:34]1)=[O:32])[C:10](=[O:21])[NH:11][C:12]1[CH:13]=[C:14]([CH:18]=[CH:19][CH:20]=1)[C:15]([OH:17])=[O:16])=[O:7])([CH3:4])([CH3:2])[CH3:3] |f:3.4|. The reactants are C(C)(C)(C)OC(=O)CN(C(NC=1C=C(C(=O)O)C=CC1)=O)CC(NC1=C(C=CC=C1)C(=O)C1CCN(CC1)C(=O)OCC1=CC=CC=C1)=O (3-(tert-Butoxycarbonylmethyl(2-(N-(benzyloxycarbonyl)piperidine-4-carbonyl)phenylcarbamoylmethyl)ureido)benzoic acid), C(C)(C)(C)OC(=O)CN(C(NC=1C=C(C(=O)O)C=CC1)=O)CC(NC1=C(C=CC=C1)C(=O)C1CCN(CC1)C(=O)OCC1=CC=CC=C1)=O (3-(tert-Butoxycarbonylmethyl(2-(N-(benzyloxycarbonyl)piperidine-4-carbonyl)phenylcarbamoylmethyl)ureido)benzoic acid), C1=CCCCC1 (cyclohexene). Reaction conditions: time 30 minute. Yields the product C(C)(C)(C)OC(=O)CN(C(NC=1C=C(C(=O)O)C=CC1)=O)CC(NC1=C(C=CC=C1)C(=O)C1CCNCC1)=O (3-(tert-Butoxycarbonylmethyl(2-(piperidine-4-carbonyl)phenylcarbamoylmethyl)ureido)benzoic acid).